Dataset: the Open Reaction Database (ORD), a public repository of structured organic reaction records. Task: describe an organic reaction: reactants, conditions, products, and yield The reactants are [BH4-], O=CO, Nc1cccc2c1SC1=NCCN12, [NH4+], [Na+], [OH-], O. The product is O=CNc1cccc2c1SC1=NCCN12. RXN SMILES: [BH4-:17].[CH:1](=[O:2])[OH:3].[N:4]1=[C:8]2[N:7]([CH2:6][CH2:5]1)[c:11]1[c:10]([c:15]([NH2:16])[cH:14][cH:13][cH:12]1)[S:9]2.[NH4+:19].[Na+:18].[OH-:20].[OH2:21]>>[CH:1](=[O:3])[NH:16][c:15]1[c:10]2[c:11]([cH:12][cH:13][cH:14]1)[N:7]1[CH2:6][CH2:5][N:4]=[C:8]1[S:9]2. The reactants are CC1OC(c2ccccc2)OCC1(C)[N+](=O)[O-], CCOC(C)=O, CCOC(=O)c1cc2ccc3oc4ccccc4c3c2[nH]1. Yields the product CCOC(=O)c1cc2ccc3oc4ccccc4c3c2n1C. Reaction SMILES: [CH3:22][CH:23]1[C:24]([CH3:25])([N+:26]([O-:27])=[O:28])[CH2:29][O:30][CH:31]([c:32]2[cH:33][cH:34][cH:35][cH:36][cH:37]2)[O:38]1.[CH3:39][CH2:40][O:41][C:42]([CH3:43])=[O:44].[nH:1]1[c:2]([C:17](=[O:18])[O:19][CH2:20][CH3:21])[cH:3][c:4]2[cH:5][cH:6][c:7]3[c:8]([c:9]12)[c:10]1[c:11]([o:12]3)[cH:13][cH:14][cH:15][cH:16]1>>[n:1]1([CH3:22])[c:2]([C:17](=[O:18])[O:19][CH2:20][CH3:21])[cH:3][c:4]2[cH:5][cH:6][c:7]3[c:8]([c:9]12)[c:10]1[c:11]([o:12]3)[cH:13][cH:14][cH:15][cH:16]1. The reactants are CCOC(=O)c1cn2ncc(C#N)c(Cl)c2c1CBr, C1CCOC1, [Na+], O=C([O-])O, O. Yields the product CCOC(=O)c1cn2ncc(C#N)c(Cl)c2c1CO. Reaction SMILES: [CH2:1]([CH3:2])[O:3][C:4](=[O:5])[c:6]1[c:7]([CH2:18][Br:19])[c:8]2[n:9]([n:10][cH:11][c:12]([C:15]#[N:16])[c:13]2[Cl:14])[cH:17]1.[CH2:26]1[O:27][CH2:28][CH2:29][CH2:30]1.[Na+:25].[O-:21][C:22]([OH:23])=[O:24].[OH2:20]>>[CH2:1]([CH3:2])[O:3][C:4](=[O:5])[c:6]1[c:7]([CH2:18][OH:21])[c:8]2[n:9]([n:10][cH:11][c:12]([C:15]#[N:16])[c:13]2[Cl:14])[cH:17]1. Reactants: N#CC1CC(F)CN1C(=O)CN(C(=O)OCc1ccccc1)C12CCC(C(=O)On3nnc4ccccc43)(CC1)CC2, OC1CCNCC1. Yields the product N#CC1CC(F)CN1C(=O)CN(C(=O)OCc1ccccc1)C12CCC(C(=O)N3CCC(O)CC3)(CC1)CC2. As a reaction SMILES: [CH2:1]([c:2]1[cH:3][cH:4][cH:5][cH:6][cH:7]1)[O:8][C:9](=[O:10])[N:11]([C:12]12[CH2:13][CH2:14][C:15]([C:20]([O:22][n:21]3[c:23]4[cH:24][cH:25][cH:26][cH:27][c:28]4[n:29][n:30]3)=[O:31])([CH2:16][CH2:17]1)[CH2:18][CH2:19]2)[CH2:32][C:33](=[O:34])[N:35]1[CH:36]([C:41]#[N:42])[CH2:37][CH:38]([F:40])[CH2:39]1.[OH:43][CH:44]1[CH2:45][CH2:46][NH:47][CH2:48][CH2:49]1>>[CH2:1]([c:2]1[cH:3][cH:4][cH:5][cH:6][cH:7]1)[O:8][C:9](=[O:10])[N:11]([C:12]12[CH2:13][CH2:14][C:15]([C:20](=[O:22])[N:47]3[CH2:46][CH2:45][CH:44]([OH:43])[CH2:49][CH2:48]3)([CH2:16][CH2:17]1)[CH2:18][CH2:19]2)[CH2:32][C:33](=[O:34])[N:35]1[CH:36]([C:41]#[N:42])[CH2:37][CH:38]([F:40])[CH2:39]1.